From a dataset of the Open Reaction Database (ORD), a public repository of structured organic reaction records. describe an organic reaction: reactants, conditions, products, and yield Starting materials: CN1C(=O)C(Cc2ccccc2)NC1C(C)(C)C, C=CCn1ccc2ccccc21, CC=CC=O, CC(C)O, ClCCl, O=C(O)C(F)(F)F. Yields the product C=CCn1cc(C(C)CC=O)c2ccccc21. RXN SMILES: [CH2:25]([CH:26]1[NH:27][CH:28]([C:29]([CH3:30])([CH3:31])[CH3:32])[N:33]([CH3:34])[C:35]1=[O:36])[c:37]1[cH:38][cH:39][cH:40][cH:41][cH:42]1.[CH2:6]([CH:7]=[CH2:8])[n:9]1[cH:10][cH:11][c:12]2[cH:13][cH:14][cH:15][cH:16][c:17]12.[CH:1]([CH:2]=[CH:3][CH3:4])=[O:5].[CH:46]([OH:47])([CH3:48])[CH3:49].[Cl:43][CH2:44][Cl:45].[F:18][C:19]([F:20])([F:21])[C:22]([OH:23])=[O:24]>>[CH:1]([CH2:2][CH:3]([CH3:4])[c:11]1[cH:10][n:9]([CH2:6][CH:7]=[CH2:8])[c:17]2[c:12]1[cH:13][cH:14][cH:15][cH:16]2)=[O:5]. Starting materials: [BH4-], CCCC[N+](CCCC)(CCCC)CCCC, ClCCl, COC(=O)c1ccc(NC(=O)C(F)(F)F)cc1. Yields the product COC(=O)c1ccc(NCC(F)(F)F)cc1. RXN SMILES: [BH4-:18].[CH2:19]([N+:20]([CH2:21][CH2:22][CH2:23][CH3:24])([CH2:25][CH2:26][CH2:27][CH3:28])[CH2:29][CH2:30][CH2:31][CH3:32])[CH2:33][CH2:34][CH3:35].[Cl:36][CH2:37][Cl:38].[F:1][C:2]([C:3](=[O:4])[NH:5][c:6]1[cH:7][cH:8][c:9]([C:10](=[O:11])[O:12][CH3:13])[cH:14][cH:15]1)([F:16])[F:17]>>[F:1][C:2]([CH2:3][NH:5][c:6]1[cH:7][cH:8][c:9]([C:10](=[O:11])[O:12][CH3:13])[cH:14][cH:15]1)([F:16])[F:17]. Starting materials: [OH-].[Na+] (NaOH), C(C)(=O)Cl (acetyl chloride), Cl.C1NC(CC2=CC=CC=C12)C(=O)O (1,2,3,4-Tetrahydroisoquinoline-3-carboxylic acid hydrochloride), [OH-].[Na+] (NaOH). Solvent: CC(=O)C (acetone), CC(=O)C (acetone). Conditions: time 1 hour. The product is ClC1=CC=C(C(=O)N2CC3=CC=CC=C3CC2C(=O)O)C=C1 (2-(4-chlorobenzoyl)-1,2,3,4-tetrahydroisoquinoline-3-carboxylic acid). Reaction SMILES: [ClH:1].[CH2:2]1[C:11]2[C:6](=[CH:7][CH:8]=[CH:9][CH:10]=2)[CH2:5][CH:4]([C:12]([OH:14])=[O:13])[NH:3]1.[OH-].[Na+].[C:17](Cl)(=[O:19])[CH3:18]>CC(C)=O>[Cl:1][C:5]1[CH:6]=[CH:7][C:18]([C:17]([N:3]2[CH:4]([C:12]([OH:14])=[O:13])[CH2:5][C:6]3[C:11](=[CH:10][CH:9]=[CH:8][CH:7]=3)[CH2:2]2)=[O:19])=[CH:12][CH:4]=1 |f:0.1,2.3|. Procedure details: 1,2,3,4-Tetrahydroisoquinoline-3-carboxylic acid hydrochloride (10.00 g, 46.8 mmol) was added portionwise into a mixture of acetone (75 mL) and 2N NaOH (75 mL). To this solution was added dropwise acetyl chloride (8.75 mL, 50 mmol) in acetone (50 mL) followed with 2N NaOH at room temperature. The reaction mixture was maintained at a pH>10 and stirred for 1 hour. The acetone was removed by evaporation under reduced pressure and acidified the residue by adding 3N HCl. The separated solid was colle... The reactants are BrC=1C(=CC(=C(C=O)C1)OC)Cl (5-bromo-4-chloro-2-methoxybenzaldehyde), COC1=C(CN)C=CC(=C1)OC (2,4-dimethoxybenzyl amine), [BH4-].[Na+] (NaBH4). The solvent is CO.C(Cl)Cl (MeOH DCM). Conditions: time 1 hour. Yields the product BrC=1C(=CC(=C(CNCC2=C(C=C(C=C2)OC)OC)C1)OC)Cl (N-(5-bromo-4-chloro-2-methoxybenzyl)-1-(2,4-dimethoxyphenyl)methanamine). As a reaction SMILES: [Br:1][C:2]1[C:3]([Cl:12])=[CH:4][C:5]([O:10][CH3:11])=[C:6]([CH:9]=1)[CH:7]=O.[CH3:13][O:14][C:15]1[CH:22]=[C:21]([O:23][CH3:24])[CH:20]=[CH:19][C:16]=1[CH2:17][NH2:18].[BH4-].[Na+]>CO.C(Cl)Cl>[Br:1][C:2]1[C:3]([Cl:12])=[CH:4][C:5]([O:10][CH3:11])=[C:6]([CH:9]=1)[CH2:7][NH:18][CH2:17][C:16]1[CH:19]=[CH:20][C:21]([O:23][CH3:24])=[CH:22][C:15]=1[O:14][CH3:13] |f:2.3,4.5|. Procedure: The solution of 5-bromo-4-chloro-2-methoxybenzaldehyde (300 mg, 1.2 mmol) and 2,4-dimethoxybenzyl amine (167 mg, 1.2 mmol) in MeOH/DCM (4:1, 10 mL) was stirred at room temperature for 5 h. To this mixture, NaBH4 (100 mg, 13 mmol) was added in two portions. The mixture stirred for 1 h and then partitioned between DCM and water. The organic layer was washed with brine, dried over Na2SO4, filtered and concentrated in vacuo to afford the desired product. The crude product was used directly in the ne... Starting materials: [Li+].C[Si](C)(C)[N-][Si](C)(C)C (LiHMDS), COC(CC=1C(=CC=C2C=CC(=NC12)OC)F)=O ((7-fluoro-2-methoxy-quinolin-8-yl)-acetic acid methyl ester), BrCN1C(C=2C(C1=O)=CC=CC2)=O (N-(bromomethyl)phthalimide). Run in C1CCOC1 (THF), C1CCOC1 (THF). Run at temperature -78 celsius, time 1 hour. Product: COC(C(CN1C(C2=CC=CC=C2C1=O)=O)C=1C(=CC=C2C=CC(=NC12)OC)F)=O (rac-3-(1,3-dioxo-1,3-dihydro-isoindol-2-yl)-2-(7-fluoro-2-methoxy-quinolin-8-yl)-propionic acid methyl ester). RXN SMILES: [Li+].C[Si]([N-][Si](C)(C)C)(C)C.[CH3:11][O:12][C:13](=[O:28])[CH2:14][C:15]1[C:16]([F:27])=[CH:17][CH:18]=[C:19]2[C:24]=1[N:23]=[C:22]([O:25][CH3:26])[CH:21]=[CH:20]2.Br[CH2:30][N:31]1[C:35](=[O:36])[C:34]2=[CH:37][CH:38]=[CH:39][CH:40]=[C:33]2[C:32]1=[O:41]>C1COCC1>[CH3:11][O:12][C:13](=[O:28])[CH:14]([C:15]1[C:16]([F:27])=[CH:17][CH:18]=[C:19]2[C:24]=1[N:23]=[C:22]([O:25][CH3:26])[CH:21]=[CH:20]2)[CH2:30][N:31]1[C:35](=[O:36])[C:34]2[C:33](=[CH:40][CH:39]=[CH:38][CH:37]=2)[C:32]1=[O:41] |f:0.1|. Procedure details: To a solution of LiHMDS (1M in THF, 9.6 mL) was added at −78° C. a solution of (7-fluoro-2-methoxy-quinolin-8-yl)-acetic acid methyl ester (2.0 g, 8.0 mmol; prepared as in WO 2007/081597) in THF (16 mL) over 10 min. After stirring the resulting orange mixture for 1 h at −78° C., a solution of N-(bromomethyl)phthalimide (1.2 eq.) in THF (16 mL) was added dropwise over 10 min. The mixture was stirred 1 h at −78° C. and then at rt overnight. The yellow solution was quenched with 1N HCl (80 mL) and ... As a reaction SMILES: [C:1]([NH:4][C:5]1[CH:10]=[CH:9][C:8]([C:11]([CH3:18])([CH3:17])[C:12]([O:14]CC)=[O:13])=[CH:7][CH:6]=1)(=[O:3])[CH3:2]>[OH-].[Na+].C(O)C>[C:1]([NH:4][C:5]1[CH:10]=[CH:9][C:8]([C:11]([CH3:18])([CH3:17])[C:12]([OH:14])=[O:13])=[CH:7][CH:6]=1)(=[O:3])[CH3:2] |f:1.2|. Run at temperature 50 celsius, time 8 hour. Procedure details: 3.87 g of ethyl 2-(4-acetylaminophenyl)-2-methylpropionate was dissolved in a mixed solution of 16.6 ml of 2N-caustic soda solution and 30 ml of ethyl alcohol and the solution was stirred at 50° C. for 8 hours. After distilling off ethyl alcohol under reduced pressure, the aqueous layer was extracted with ether and unreacted materials were removed. After the aqueous layer was acidified with conc. hydrochloric acid, the formed crystals were collected by filtration, washed with water, and recrysta... The reactants are C(C)(=O)NC1=CC=C(C=C1)C(C(=O)OCC)(C)C (ethyl 2-(4-acetylaminophenyl)-2-methylpropionate). Solvent: [OH-].[Na+] (caustic soda), C(C)O (ethyl alcohol). Yield: 62.6%. Yields the product C(C)(=O)NC1=CC=C(C=C1)C(C(=O)O)(C)C (2-(4-acetylaminophenyl)-2-methylpropionic acid). Reactants: BrC1=CC=C(C=N1)C1(CC1)NC(=O)C=1C2=C(C=NC1)N(N=C2)C2=CC=C(C=C2)F (1-(4-fluoro-phenyl)-1H-pyrazolo[3,4-c]pyridine-4-carboxylic acid [1-(6-bromo-pyridin-3-yl)-cyclopropyl]-amide), CS(=O)[O-].[Na+] (sodium methanesulfinate), [Cl-].[NH4+] (ammonium chloride), CNCCNC (N,N′-dimethylethylenediamine). The reagents and catalysts are [I+].[Cu+] (copper (I) iodine). The solvent is CS(=O)C (DMSO), C(C)(=O)OCC (ethyl acetate), C(C)(=O)OCC (ethyl acetate). Run at temperature 130 celsius, time 45 minute. The product is CS(=O)(=O)C1=CC=C(C=N1)C1(CC1)NC(=O)C=1C2=C(C=NC1)N(N=C2)C2=CC=C(C=C2)F (1-(4-fluoro-phenyl)-1H-pyrazolo[3,4-c]pyridine-4-carboxylic acid [1-(6-methanesulfonyl-pyridin-3-yl)-cyclopropyl]-amide). RXN SMILES: Br[C:2]1[N:7]=[CH:6][C:5]([C:8]2([NH:11][C:12]([C:14]3[C:15]4[CH:22]=[N:21][N:20]([C:23]5[CH:28]=[CH:27][C:26]([F:29])=[CH:25][CH:24]=5)[C:16]=4[CH:17]=[N:18][CH:19]=3)=[O:13])[CH2:10][CH2:9]2)=[CH:4][CH:3]=1.[CH3:30][S:31]([O-:33])=[O:32].[Na+].CNCCNC.[Cl-].[NH4+]>CS(C)=O.C(OCC)(=O)C.[I+].[Cu+]>[CH3:30][S:31]([C:2]1[N:7]=[CH:6][C:5]([C:8]2([NH:11][C:12]([C:14]3[C:15]4[CH:22]=[N:21][N:20]([C:23]5[CH:28]=[CH:27][C:26]([F:29])=[CH:25][CH:24]=5)[C:16]=4[CH:17]=[N:18][CH:19]=3)=[O:13])[CH2:10][CH2:9]2)=[CH:4][CH:3]=1)(=[O:33])=[O:32] |f:1.2,4.5,8.9,^3:52|. Reported procedure: A solution of 1-(4-fluoro-phenyl)-1H-pyrazolo[3,4-c]pyridine-4-carboxylic acid [1-(6-bromo-pyridin-3-yl)-cyclopropyl]-amide (72.7 mg, 0.161 mmol), sodium methanesulfinate (32.8 mg, 0.321 mmol) and copper (I) iodine (61.2 mg, 0.321 mmol) in DMSO (1 mL) is evacuated and purged with argon three times and heated at 130° C. After 45 minutes, the reaction is cooled to room temperature and N,N′-dimethylethylenediamine (69 μL, 0.64 mmol) is added. The mixture is stirred for 30 minutes, diluted with ethy...